From a dataset of the Open Reaction Database (ORD), a public repository of structured organic reaction records. describe an organic reaction: reactants, conditions, products, and yield Reactants: C(C1=CC=CC=C1)OCC(CO)(O)C (1 -Benzyloxymethyl-1-methyl-ethane-1, 2-diol), [H-].[Na+] (sodium hydride), C(Cl)Cl.CCOCC (methylene chloride ether), C(C1=CC=CC=C1)Cl (benzyl chloride). Solvent: CN(C=O)C (dimethylformamide). Run at time 1 hour. Product: C(C1=CC=CC=C1)OCC(COCC1=CC=CC=C1)(O)C (1,3-dibenzyloxy-2-methylpropan-2-ol). RXN SMILES: [CH2:1]([O:8][CH2:9][C:10]([CH3:14])([OH:13])[CH2:11][OH:12])[C:2]1[CH:7]=[CH:6][CH:5]=[CH:4][CH:3]=1.[H-].[Na+].[CH2:17](Cl)[C:18]1[CH:23]=[CH:22][CH:21]=[CH:20][CH:19]=1.C(Cl)Cl.CCOCC>CN(C)C=O>[CH2:1]([O:8][CH2:9][C:10]([CH3:14])([OH:13])[CH2:11][O:12][CH2:17][C:18]1[CH:23]=[CH:22][CH:21]=[CH:20][CH:19]=1)[C:2]1[CH:7]=[CH:6][CH:5]=[CH:4][CH:3]=1 |f:1.2,4.5|. Procedure details: 1 -Benzyloxymethyl-1-methyl-ethane-1, 2-diol (5g) in dimethylformamide (25 ml) was treated with sodium hydride (0.65g), the reaction mixture was stirred at ambient temperature for 1 h. then at 90° C for 15 min. The reaction mixture was cooled and benzyl chloride (3.3g) added; it was stirred for 4 h. at ambient temperature. The solvent was evaporated and the product isolated by chromatography on silica gel using methylene chloride/ether (9/1) to give the desired product as a colourless oil. The 1... Starting materials: CC1=CC=C(C=C1)C=1NC2=CC=C(C=C2C1)OC(F)(F)F (2-(4-Methylphenyl)-5-trifluoromethoxy-1H-indole), C(C)(=O)N1C=NC(C1)=O (N-acetyl-2-imidazolinone), P(=O)(Cl)(Cl)Cl (phosphoryl chloride). Conditions: temperature 60 celsius. Product: Cl.N1C(=NCC1)C1=C(NC2=CC=C(C=C12)OC(F)(F)F)C1=CC=C(C=C1)C (3-(4,5-Dihydroimidazol-2-yl)-2-(4-methylphenyl)-5-trifluoromethoxy-1H-indole Hydrochloride). As a reaction SMILES: [CH3:1][C:2]1[CH:7]=[CH:6][C:5]([C:8]2[NH:9][C:10]3[C:15]([CH:16]=2)=[CH:14][C:13]([O:17][C:18]([F:21])([F:20])[F:19])=[CH:12][CH:11]=3)=[CH:4][CH:3]=1.C([N:25]1[CH2:29][C:28](=O)[N:27]=[CH:26]1)(=O)C.P(Cl)(Cl)([Cl:33])=O>>[ClH:33].[NH:27]1[CH2:28][CH2:29][N:25]=[C:26]1[C:16]1[C:15]2[C:10](=[CH:11][CH:12]=[C:13]([O:17][C:18]([F:21])([F:19])[F:20])[CH:14]=2)[NH:9][C:8]=1[C:5]1[CH:4]=[CH:3][C:2]([CH3:1])=[CH:7][CH:6]=1 |f:3.4|. Procedure: 380 mg (1.3 mmol) of the indole from Step A was heated with 210 mg (1.6 mmol) of N-acetyl-2-imidazolinone in 1.3 ml of neat phosphoryl chloride at 60° C. for 20 h. The excess of phosphoryl chloride was removed under reduced pressure, and the residue was dissolved in 2 ml of absolute ethanol and heated at 60° C. for 5 h. The mixture was cooled, and the crystalline precipitate collected by filtration, washed with ethanol, and dried in vacuo. Starting materials: COC(=O)COC(=S)c1cc(N)c(F)cc1Cl, [Ca+2], S=C(Cl)Cl, ClCCl, O=C([O-])[O-], O=C=O, O. Product: COC(=O)COC(=S)c1cc(N=C=S)c(F)cc1Cl. Reaction SMILES: [CH3:1][O:2][C:3](=[O:4])[CH2:5][O:6][C:7]([c:8]1[c:9]([Cl:16])[cH:10][c:11]([F:15])[c:12]([NH2:14])[cH:13]1)=[S:17].[Ca+2:18].[Cl:23][C:24]([Cl:25])=[S:26].[Cl:30][CH2:31][Cl:32].[O-:19][C:20](=[O:21])[O-:22].[O:27]=[C:28]=[O:29].[OH2:33]>>[CH3:1][O:2][C:3](=[O:4])[CH2:5][O:6][C:7]([c:8]1[c:9]([Cl:16])[cH:10][c:11]([F:15])[c:12]([N:14]=[C:24]=[S:26])[cH:13]1)=[S:17].